From a dataset of the Open Reaction Database (ORD), a public repository of structured organic reaction records. describe an organic reaction: reactants, conditions, products, and yield The reactants are C(C)C1=CC=C(C=C1)C1CC(CN(C1)C(=O)N1CCSCC1)C(=O)O (5-(4-Ethylphenyl)-1-(thiomorpholin-4-ylcarbonyl)piperidine-3-carboxylic acid), ON=C(CCO)N (N′,3-dihydroxypropanimidamide). Product: C(C)C1=CC=C(C=C1)C1CN(CC(C1)C1=NC(=NO1)CCO)C(=O)N1CCSCC1 ({3-(4-Ethylphenyl)-5-[3-(2-hydroxyethyl)-1,2,4-oxadiazol-5-yl]piperidin-1-yl}(thiomorpholin-4-yl)methanone). RXN SMILES: [CH2:1]([C:3]1[CH:8]=[CH:7][C:6]([CH:9]2[CH2:14][N:13]([C:15]([N:17]3[CH2:22][CH2:21][S:20][CH2:19][CH2:18]3)=[O:16])[CH2:12][CH:11]([C:23]([OH:25])=O)[CH2:10]2)=[CH:5][CH:4]=1)[CH3:2].O[N:27]=[C:28]([NH2:32])[CH2:29][CH2:30][OH:31]>>[CH2:1]([C:3]1[CH:8]=[CH:7][C:6]([CH:9]2[CH2:10][CH:11]([C:23]3[O:25][N:32]=[C:28]([CH2:29][CH2:30][OH:31])[N:27]=3)[CH2:12][N:13]([C:15]([N:17]3[CH2:18][CH2:19][S:20][CH2:21][CH2:22]3)=[O:16])[CH2:14]2)=[CH:5][CH:4]=1)[CH3:2]. Procedure: According to General Method 6A, 300 mg (0.828 mmol) of the compound from Example 7A and 112 mg (1.08 mmol) of N′,3-dihydroxypropanimidamide [Graham A. Showell et al., J. Med. Chem., 1991, 34, 1086-1094] were reacted. Yield: 248 mg (66% of theory)